The task is: describe an organic reaction: reactants, conditions, products, and yield. This data is from the Open Reaction Database (ORD), a public repository of structured organic reaction records. Yields the product Cl, Fc1cccc(-c2csc(N3CCNCC3)n2)c1F. Reaction SMILES: [CH3:28][CH2:29][CH2:30][CH2:31][CH2:32][CH3:33].[CH3:34][CH2:35][O:36][C:37](=[O:38])[CH3:39].[ClH:1].[F:2][c:3]1[c:4](-[c:10]2[n:11][c:12]([N:15]3[CH2:16][CH2:17][N:18]([C:21]([O:22][C:23]([CH3:24])([CH3:25])[CH3:26])=[O:27])[CH2:19][CH2:20]3)[s:13][cH:14]2)[cH:5][cH:6][cH:7][c:8]1[F:9]>>[ClH:1].[F:2][c:3]1[c:4](-[c:10]2[n:11][c:12]([N:15]3[CH2:16][CH2:17][NH:18][CH2:19][CH2:20]3)[s:13][cH:14]2)[cH:5][cH:6][cH:7][c:8]1[F:9]. The reactants are CCCCCC, CCOC(C)=O, Cl, CC(C)(C)OC(=O)N1CCN(c2nc(-c3cccc(F)c3F)cs2)CC1.